This data is from the Open Reaction Database (ORD), a public repository of structured organic reaction records. The task is: describe an organic reaction: reactants, conditions, products, and yield Procedure details: Sodium pyrimidine-2-carboxylate (154.05 g), imidazole hydrochloride (119.3 g), and 1,1-carbonyldiimidazole (195 g) was slurried in acetonitrile (700 ml). The mixture was warmed from 15° C. to 52° C. over 0.5 h. Carbon dioxide was vigorously evolved between 30 and 50° C. The mixture was stirred 1 h at 52° C. then cooled to 15° C. and N,O-dimethylhydroxylamine hydrochloride (131.90 g) was added with an exotherm to 34° C. The mixture was cooled to 14° C. and methylene chloride (300 ml) and water (5... Yields the product CON(C(=O)C1=NC=CC=N1)C (N-Methoxy-N-methylpyrimidine-2-carboxamide). Run at temperature 52 celsius, time 1 hour. Yield: 91.2%. Reactants: N1=C(N=CC=C1)C(=O)[O-].[Na+] (Sodium pyrimidine-2-carboxylate), Cl.CNOC (N,O-dimethylhydroxylamine hydrochloride), C(=O)=O (Carbon dioxide), Cl.N1C=NC=C1 (imidazole hydrochloride), 1,1-carbonyldiimidazole, S(O)(O)(=O)=O (sulfuric acid). RXN SMILES: [N:1]1[CH:6]=[CH:5][CH:4]=[N:3][C:2]=1[C:7]([O-:9])=O.[Na+].Cl.N1C=CN=C1.C(=O)=O.Cl.[CH3:21][NH:22][O:23][CH3:24].S(=O)(=O)(O)O>C(#N)C.O.C(Cl)Cl>[CH3:24][O:23][N:22]([CH3:21])[C:7]([C:2]1[N:1]=[CH:6][CH:5]=[CH:4][N:3]=1)=[O:9] |f:0.1,2.3,5.6|. The solvent is O (water), C(Cl)Cl (methylene chloride), C(C)#N (acetonitrile). The reactants are C(CCC)OC(=O)N1CCN(CC1)C([C@H](CCC(=O)OC(C)(C)C)NC(=O)C1=CC2=CC(=CC=C2C(=C1)OCC(=O)N1[C@@H](CCC1)C(NC1CCC1)=O)C)=O (4-[(S)-4-tert-Butoxycarbonyl-2-({4-[2-((S)-2-cyclobutylcarbamoyl-pyrrolidin-1-yl)-2-oxo-ethoxy]-7-methyl-naphthalene-2-carbonyl}-amino)-butyryl]-piperazine-1-carboxylic acid butyl ester), C(=O)(C(F)(F)F)O (TFA). Solvent: ClCCl (dichloromethane). Conditions: time 3 hour. The product is C(CCC)OC(=O)N1CCN(CC1)C([C@H](CCC(=O)O)NC(=O)C1=CC2=CC(=CC=C2C(=C1)OCC(=O)N1[C@@H](CCC1)C(NC1CCC1)=O)C)=O (4-[(S)-4-Carboxy-2-({4-[2-((S)-2-cyclobutylcarbamoyl-pyrrolidin-1-yl)-2-oxo-ethoxy]-7-methyl-naphthalene-2-carbonyl}-amino)-butyryl]-piperazine-1-carboxylic acid butyl ester). As a reaction SMILES: [CH2:1]([O:5][C:6]([N:8]1[CH2:13][CH2:12][N:11]([C:14](=[O:55])[C@@H:15]([NH:25][C:26]([C:28]2[CH:37]=[C:36]([O:38][CH2:39][C:40]([N:42]3[CH2:46][CH2:45][CH2:44][C@H:43]3[C:47](=[O:53])[NH:48][CH:49]3[CH2:52][CH2:51][CH2:50]3)=[O:41])[C:35]3[C:30](=[CH:31][C:32]([CH3:54])=[CH:33][CH:34]=3)[CH:29]=2)=[O:27])[CH2:16][CH2:17][C:18]([O:20]C(C)(C)C)=[O:19])[CH2:10][CH2:9]1)=[O:7])[CH2:2][CH2:3][CH3:4].C(O)(C(F)(F)F)=O>ClCCl>[CH2:1]([O:5][C:6]([N:8]1[CH2:13][CH2:12][N:11]([C:14](=[O:55])[C@@H:15]([NH:25][C:26]([C:28]2[CH:37]=[C:36]([O:38][CH2:39][C:40]([N:42]3[CH2:46][CH2:45][CH2:44][C@H:43]3[C:47](=[O:53])[NH:48][CH:49]3[CH2:52][CH2:51][CH2:50]3)=[O:41])[C:35]3[C:30](=[CH:31][C:32]([CH3:54])=[CH:33][CH:34]=3)[CH:29]=2)=[O:27])[CH2:16][CH2:17][C:18]([OH:20])=[O:19])[CH2:10][CH2:9]1)=[O:7])[CH2:2][CH2:3][CH3:4]. Procedure details: To a solution of 1.5 g 4-[(S)-4-tert-Butoxycarbonyl-2-({4-[2-((S)-2-cyclobutylcarbamoyl-pyrrolidin-1-yl)-2-oxo-ethoxy]-7-methyl-naphthalene-2-carbonyl}-amino)-butyryl]-piperazine-1-carboxylic acid butyl ester in 10 ml dichloromethane were added 1.1 g TFA. After 3 h stirring at RT the solvents were removed and the residue was codistilled twice with toluene. The crude product was purified by preparative HPLC (C18 reverse phase column, elution with a water/MeCN gradient with 0.1% TFA). Yield: 970 m... The reactants are COC(=O)c1ccc2c(c1)nc1n2CC(NC(=O)OC(C)(C)C)C(c2cc(F)c(F)cc2F)C1, C1CCOC1, CO, [Li+], [OH-]. Yields the product CC(C)(C)OC(=O)NC1Cn2c(nc3cc(C(=O)O)ccc32)CC1c1cc(F)c(F)cc1F. RXN SMILES: [C:1]([CH3:2])([CH3:3])([CH3:4])[O:5][C:6](=[O:7])[NH:8][CH:9]1[CH:10]([c:26]2[c:27]([F:34])[cH:28][c:29]([F:33])[c:30]([F:32])[cH:31]2)[CH2:11][c:12]2[n:13][c:14]3[c:15]([n:16]2[CH2:17]1)[cH:18][cH:19][c:20]([C:22](=[O:23])[O:24][CH3:25])[cH:21]3.[CH2:37]1[O:38][CH2:39][CH2:40][CH2:41]1.[CH3:42][OH:43].[Li+:35].[OH-:36]>>[C:1]([CH3:2])([CH3:3])([CH3:4])[O:5][C:6](=[O:7])[NH:8][CH:9]1[CH:10]([c:26]2[c:27]([F:34])[cH:28][c:29]([F:33])[c:30]([F:32])[cH:31]2)[CH2:11][c:12]2[n:13][c:14]3[c:15]([n:16]2[CH2:17]1)[cH:18][cH:19][c:20]([C:22](=[O:23])[OH:24])[cH:21]3. Starting materials: NC=1C=C(C=CC1)O (3-aminophenol), C(C)OC(C(=CC1=CC(=CC(=C1)OC)OC)C#N)=O (3-(3,5-dimethoxyphenyl)-2-cyano-acrylic acid ethyl ester). Yields the product NC1=CC=C2C(=C(C(OC2=C1)=O)C#N)C1=CC(=CC(=C1)OC)OC (7-Amino-3-cyano-4-(3,5-dimethoxyphenyl)-2-oxo-2H-chromene). Yield: 0.5%. Reaction SMILES: [NH2:1][C:2]1[CH:3]=[C:4]([OH:8])[CH:5]=[CH:6][CH:7]=1.C([O:11][C:12](=O)[C:13]([C:25]#[N:26])=[CH:14][C:15]1[CH:20]=[C:19]([O:21][CH3:22])[CH:18]=[C:17]([O:23][CH3:24])[CH:16]=1)C>>[NH2:1][C:2]1[CH:3]=[C:4]2[C:5]([C:14]([C:15]3[CH:20]=[C:19]([O:21][CH3:22])[CH:18]=[C:17]([O:23][CH3:24])[CH:16]=3)=[C:13]([C:25]#[N:26])[C:12](=[O:11])[O:8]2)=[CH:6][CH:7]=1. Procedure: The title compound was prepared from 3-aminophenol and 3-(3,5-dimethoxyphenyl)-2-cyano-acrylic acid ethyl ester by a procedure similar to that described for Example 16 in 0.5% yield. 1H NMR (CDCl3): 7.42 (d, J=8.4 Hz, 1H), 6.72 (d, J=2.4 Hz, 2H), 6.61-6.60 (m, 1H), 6.20 (d, J=2.1 Hz, 1H), 6.10 (dd, J=2.1, 8.7 Hz, 1H), 4.30 (brs, 2H), 3.83 (s, 6H).